This data is from the Open Reaction Database (ORD), a public repository of structured organic reaction records. The task is: describe an organic reaction: reactants, conditions, products, and yield Reactants: COC=1C=C2N=CC(=NC2=CC1OC)N1C2CCC(C1=O)CC2 (2-(6,7-dimethoxy-quinoxalin-2-yl)-2-aza-bicyclo[2.2.2]octan-3-one), C[O-].[Na+].CO (NaOMe methanol). Run in CO (methanol). Conditions: time 0.5 hour. The product is COC(=O)[C@@H]1CC[C@H](CC1)NC1=NC2=CC(=C(C=C2N=C1)OC)OC (trans-4-(6,7-dimethoxy-quinoxalin-2-ylamino)-cyclohexanecarboxylic acid methyl ester). RXN SMILES: [CH3:1][O:2][C:3]1[CH:4]=[C:5]2[C:10](=[CH:11][C:12]=1[O:13][CH3:14])[N:9]=[C:8]([N:15]1C(=O)[CH:19]3[CH2:22][CH2:23][CH:16]1[CH2:17][CH2:18]3)[CH:7]=[N:6]2.[CH3:24][O-:25].[Na+].[CH3:27][OH:28]>CO>[CH3:24][O:25][C:27]([C@H:19]1[CH2:18][CH2:17][C@H:16]([NH:15][C:8]2[CH:7]=[N:6][C:5]3[C:10](=[CH:11][C:12]([O:13][CH3:14])=[C:3]([O:2][CH3:1])[CH:4]=3)[N:9]=2)[CH2:23][CH2:22]1)=[O:28] |f:1.2.3|. Reported procedure: To a solution of 2-(6,7-dimethoxy-quinoxalin-2-yl)-2-aza-bicyclo[2.2.2]octan-3-one (100 mg, 0.32 mmole) in 10 mL of methanol is added a freshly prepared NaOMe/methanol solution (54 mg, 1 mmole) and the mixture is stirred at ROOM TEMPERATURE for 0.5 hour before concentrated. Methylene chloride is used to extract and then dried with magnesium sulfate. The residue after filtration and concentration is chromatographed on silica gel (40% ethyl acetate) to give 85 mg (77%) of cis/trans-4-(6,7-dimethox... The reactants are C(C1=CC=CC=C1)OC1=C(N=C2N(C1=O)C=CN2CC(=O)N2CCN(CC2)C(=O)OC(C)(C)C)C(S)=O (6-(Benzyloxy)-1-(2-(4-(tert-butoxycarbonyl)piperazin-1-yl)-2-oxoethyl)-5-oxo-1,5-dihydroimidazo[1,2-a]pyrimidine-7-carbothioic S-acid), FC1=CC(=C(C=C1)O)S(=O)(=O)N1CCOCC1 (4-Fluoro-2-(morpholine-4-sulfonyl)-phenol). The product is C(C)(C)(C)OC(=O)N1CCN(CC1)C(CN1C=CN2C1=NC(=C(C2=O)OCC2=CC=CC=C2)C(=O)SC(CC2=CC=C(C=C2)F)C=O)=O (tert-Butyl-4-(2-(6-(benzyloxy)-7-((1-(4-fluorophenyl)-3-oxopropan-2-ylthio)carbonyl)-5-oxoimidazo[1,2-a]pyrimidin-1(5H)-yl)acetyl)piperazine-1-carboxylate). RXN SMILES: [CH2:1]([O:8][C:9]1[C:14](=[O:15])[N:13]2[CH:16]=[CH:17][N:18]([CH2:19][C:20]([N:22]3[CH2:27][CH2:26][N:25]([C:28]([O:30][C:31]([CH3:34])([CH3:33])[CH3:32])=[O:29])[CH2:24][CH2:23]3)=[O:21])[C:12]2=[N:11][C:10]=1[C:35](=[O:37])[SH:36])[C:2]1[CH:7]=[CH:6][CH:5]=[CH:4][CH:3]=1.[F:38][C:39]1[CH:44]=[CH:43][C:42](O)=[C:41](S(N2CCOCC2)(=O)=O)[CH:40]=1>>[C:31]([O:30][C:28]([N:25]1[CH2:26][CH2:27][N:22]([C:20](=[O:21])[CH2:19][N:18]2[C:12]3=[N:11][C:10]([C:35]([S:36][CH:2]([CH:1]=[O:8])[CH2:3][C:42]4[CH:41]=[CH:40][C:39]([F:38])=[CH:44][CH:43]=4)=[O:37])=[C:9]([O:8][CH2:1][C:2]4[CH:7]=[CH:6][CH:5]=[CH:4][CH:3]=4)[C:14](=[O:15])[N:13]3[CH:16]=[CH:17]2)[CH2:23][CH2:24]1)=[O:29])([CH3:32])([CH3:33])[CH3:34]. Procedure: Adapted from the procedure of example 39 using the product of example 109 and the product of example 84 Reactants: FC=1C=C(N)C=CC1 (3-Fluoroaniline), BrCC(=O)OCC (ethyl bromoacetate), OC1=CC(=C(C=C1)CCC(=O)OCC)C(F)(F)F (ethyl 3-(4-hydroxy-2-trifluoromethylphenyl)propanoate). Yields the product FC=1C=C(C=CC1)N1C(=C(C=C1)C(F)(F)F)COC1=CC(=C(C=C1)CCC(=O)O)C(F)(F)F (3-[4-{[1-(3-Fluorophenyl)-3-(trifluoromethyl)-1H-pyrrol-2-yl]-methoxy}-2-(trifluoromethyl)phenyl]propanoic acid). As a reaction SMILES: [F:1][C:2]1[CH:3]=[C:4]([CH:6]=[CH:7][CH:8]=1)[NH2:5].Br[CH2:10][C:11]([O:13][CH2:14][CH3:15])=O.OC1C=[CH:21][C:20]([CH2:23][CH2:24][C:25]([O:27]CC)=[O:26])=[C:19]([C:30]([F:33])([F:32])[F:31])[CH:18]=1>>[F:1][C:2]1[CH:3]=[C:4]([N:5]2[CH:21]=[CH:20][C:19]([C:30]([F:33])([F:32])[F:31])=[C:15]2[CH2:14][O:13][C:11]2[CH:10]=[CH:21][C:20]([CH2:23][CH2:24][C:25]([OH:27])=[O:26])=[C:19]([C:30]([F:31])([F:32])[F:33])[CH:18]=2)[CH:6]=[CH:7][CH:8]=1. Procedure details: 3-Fluoroaniline was reacted with ethyl bromoacetate according to the procedure of Example 73, Step A. The resulting product was then reacted according to the procedures of Example 73, Steps B and C and Example 1, Step D, in sequence. The resulting product was then reacted with ethyl 3-(4-hydroxy-2-trifluoromethylphenyl)propanoate according to the procedures of Example 1, Step E and Step F, in sequence, to yield the title compound. Product: O=C(CNc1ccccc1)N1CCC(Cc2ccccc2)CC1. Reactants: CCOCC, O=C(CCl)N1CCC(Cc2ccccc2)CC1, Nc1ccccc1. As a reaction SMILES: [CH2:25]([O:26][CH2:27][CH3:28])[CH3:29].[Cl:8][CH2:9][C:10](=[O:11])[N:12]1[CH2:13][CH2:14][CH:15]([CH2:18][c:19]2[cH:20][cH:21][cH:22][cH:23][cH:24]2)[CH2:16][CH2:17]1.[NH2:1][c:2]1[cH:3][cH:4][cH:5][cH:6][cH:7]1>>[NH:1]([c:2]1[cH:3][cH:4][cH:5][cH:6][cH:7]1)[CH2:9][C:10](=[O:11])[N:12]1[CH2:13][CH2:14][CH:15]([CH2:18][c:19]2[cH:20][cH:21][cH:22][cH:23][cH:24]2)[CH2:16][CH2:17]1. The reactants are BrC1=NC=CC=C1O (2-bromo-pyridine-3-ol), C(C1=CC=CC=C1)Br (benzyl bromide), C([O-])([O-])=O.[K+].[K+] (potassium carbonate). Solvent: CN(C=O)C (N,N-dimethylformamide). Reaction conditions: temperature 110 celsius. Yields the product C(C1=CC=CC=C1)OC=1C(=NC=CC1)Br (3-Benzyloxy-2-bromopyridine). Isolated yield 94.1%. RXN SMILES: [Br:1][C:2]1[C:7]([OH:8])=[CH:6][CH:5]=[CH:4][N:3]=1.[CH2:9](Br)[C:10]1[CH:15]=[CH:14][CH:13]=[CH:12][CH:11]=1.C(=O)([O-])[O-].[K+].[K+]>CN(C)C=O>[CH2:9]([O:8][C:7]1[C:2]([Br:1])=[N:3][CH:4]=[CH:5][CH:6]=1)[C:10]1[CH:15]=[CH:14][CH:13]=[CH:12][CH:11]=1 |f:2.3.4|. Procedure details: A mixture of 2-bromo-pyridine-3-ol (50.4 g, 0.29 mol), benzyl bromide (45.5 g, 0.28 mol) and potassium carbonate (52 g, 0.38 mol) in dry N,N-dimethylformamide (DMF; 300 mL) was heated at 110° C. for 30 minutes. The mixture was filtered through a pad of Celite®, the solvent was removed under reduced pressure and the black residue was taken up between ice cold 0.5 M aqueous NaOH and EtOAc. The organic phase was washed twice with brine, dried (MgSO4), and concentrated under reduced pressure to yiel... The reactants are CN(C(C[C@H](CSC1=CC=CC=C1)NC1=C(C=C(C=C1)S(=O)(=O)NC(=O)C1=CC=C(C=C1)C1=C(C=C(C=C1)CCC(=O)OC(C)(C)C)OC)[N+](=O)[O-])=O)C (tert-butyl 3-(4′-((((4-(((1R)-3-(dimethylamino)-3-oxo-1-((phenylthio)methyl)propyl)amino)-3-nitrophenyl)sulfonyl)amino)carbonyl)-2-methoxy-1,1′-biphenyl-4-yl)propanoate). The solvent is C(=O)(C(F)(F)F)O (TFA), ClCCl (dichloromethane). Yields the product CN(C(C[C@H](CSC1=CC=CC=C1)NC1=C(C=C(C=C1)S(=O)(=O)NC(=O)C1=CC=C(C=C1)C1=C(C=C(C=C1)CCC(=O)O)OC)[N+](=O)[O-])=O)C (3-(4′-((((4-(((1R)-3-(dimethylamino)-3-oxo-1-((phenylthio)methyl)propyl)amino)-3-nitrophenyl)sulfonyl)amino)carbonyl)-2-methoxy-1,1′-biphenyl-4-yl)propanoic acid). Reaction SMILES: [CH3:1][N:2]([CH3:54])[C:3](=[O:53])[CH2:4][C@@H:5]([NH:14][C:15]1[CH:20]=[CH:19][C:18]([S:21]([NH:24][C:25]([C:27]2[CH:32]=[CH:31][C:30]([C:33]3[CH:38]=[CH:37][C:36]([CH2:39][CH2:40][C:41]([O:43]C(C)(C)C)=[O:42])=[CH:35][C:34]=3[O:48][CH3:49])=[CH:29][CH:28]=2)=[O:26])(=[O:23])=[O:22])=[CH:17][C:16]=1[N+:50]([O-:52])=[O:51])[CH2:6][S:7][C:8]1[CH:13]=[CH:12][CH:11]=[CH:10][CH:9]=1>C(O)(C(F)(F)F)=O.ClCCl>[CH3:54][N:2]([CH3:1])[C:3](=[O:53])[CH2:4][C@@H:5]([NH:14][C:15]1[CH:20]=[CH:19][C:18]([S:21]([NH:24][C:25]([C:27]2[CH:32]=[CH:31][C:30]([C:33]3[CH:38]=[CH:37][C:36]([CH2:39][CH2:40][C:41]([OH:43])=[O:42])=[CH:35][C:34]=3[O:48][CH3:49])=[CH:29][CH:28]=2)=[O:26])(=[O:22])=[O:23])=[CH:17][C:16]=1[N+:50]([O-:52])=[O:51])[CH2:6][S:7][C:8]1[CH:13]=[CH:12][CH:11]=[CH:10][CH:9]=1. Procedure: A mixture of Example 126B in TFA (20 mL) and dichloromethane (20 mL) at room temperature was stirred for 1 hour and concentrated to provide the desired product. MS (ESI (+)) m/e 721 (M+H)+.